Dataset: the Open Reaction Database (ORD), a public repository of structured organic reaction records. Task: describe an organic reaction: reactants, conditions, products, and yield Reactants: [H][H] (hydrogen), CC(CC#N)P(OCC)(=O)C(OCC)OCC (ethyl 1-methyl-2-cyanoethyl(diethoxymethyl)phosphinate), solution, N (ammonia). Reagents/catalysts: [Ni] (Raney Nickel). The product is NCCC(C)P(OCC)(=O)C(OCC)OCC (ethyl 3-amino-1-methylpropyl(diethoxymethyl)phosphinate). Solvent: C(C)O (ethanol), C(C)O (ethanol). Procedure details: A solution of 17.0 g of ethyl 1-methyl-2-cyanoethyl(diethoxymethyl)phosphinate in 150 ml of ethanol is added to 155.0 g of an 8% solution of ammonia in ethanol. To this are added 10 ml of Raney Nickel and the resulting mixture is hydrogenated at 1 bar until the theoretical amount of hydrogen has been taken up. The mixture is then filtered and the filtrate is concentrated under reduced pressure and the crude product is distilled under reduced pressure to give ethyl 3-amino-1-methylpropyl(diethoxy... Reaction SMILES: [CH3:1][CH:2]([P:6]([CH:11]([O:15][CH2:16][CH3:17])[O:12][CH2:13][CH3:14])(=[O:10])[O:7][CH2:8][CH3:9])[CH2:3][C:4]#[N:5].N.[H][H]>C(O)C.[Ni]>[NH2:5][CH2:4][CH2:3][CH:2]([P:6]([CH:11]([O:15][CH2:16][CH3:17])[O:12][CH2:13][CH3:14])(=[O:10])[O:7][CH2:8][CH3:9])[CH3:1]. The reactants are CC1=C(C(=O)O)C=CN=C1 (3-methylisonicotinic acid), S(=O)(Cl)Cl (thionyl chloride). Solvent: C(Cl)Cl (DCM). Conditions: time 3 hour. Yields the product CC1=C(C(=O)Cl)C=CN=C1 (3-methyl-isonicotinoyl chloride). As a reaction SMILES: [CH3:1][C:2]1[CH:10]=[N:9][CH:8]=[CH:7][C:3]=1[C:4](O)=[O:5].S(Cl)([Cl:13])=O>C(Cl)Cl>[CH3:1][C:2]1[CH:10]=[N:9][CH:8]=[CH:7][C:3]=1[C:4]([Cl:13])=[O:5]. Reported procedure: To 3-methylisonicotinic acid (100 mg, 0.729 mmol) suspended in DCM (2.5 mL) was added thionyl chloride (260 mg, 2.188 mmol). The reaction mixture was stirred at room temperature for about 3 hours. The solvent was removed under reduced pressure and the residue was dried under high vacuum for 1 hour to give 3-methyl-isonicotinoyl chloride. Starting materials: OC=1C2=C(NC(C1C#N)=O)SC=C2C2=CC=C(C=C2)C#CCCCO (4-hydroxy-3-[4-(5-hydroxy-pent-1-ynyl)-phenyl]-6-oxo-6,7-dihydro-thieno[2,3-b]pyridine-5-carbonitrile). Reagents/catalysts: [Pd] (Pd). The solvent is C1(=CC=CC=C1)C (toluene), CO (methanol). Reaction conditions: time 24 hour. The product is OC=1C2=C(NC(C1C#N)=O)SC=C2C2=CC=C(C=C2)CCCCCO (4-Hydroxy-3-[4-(5-hydroxypentyl)phenyl]-6-oxo-6,7-dihydrothieno[2,3-b]pyridine-5-carbonitrile). As a reaction SMILES: [OH:1][C:2]1[C:3]2[C:13]([C:14]3[CH:19]=[CH:18][C:17]([C:20]#[C:21][CH2:22][CH2:23][CH2:24][OH:25])=[CH:16][CH:15]=3)=[CH:12][S:11][C:4]=2[NH:5][C:6](=[O:10])[C:7]=1[C:8]#[N:9]>C1(C)C=CC=CC=1.CO.[Pd]>[OH:1][C:2]1[C:3]2[C:13]([C:14]3[CH:19]=[CH:18][C:17]([CH2:20][CH2:21][CH2:22][CH2:23][CH2:24][OH:25])=[CH:16][CH:15]=3)=[CH:12][S:11][C:4]=2[NH:5][C:6](=[O:10])[C:7]=1[C:8]#[N:9]. Procedure details: To a suspension of Pd (BaSO4) (15 mg) in toluene (2 mL) and methanol (1 mL), was added 4-hydroxy-3-[4-(5-hydroxy-pent-1-ynyl)-phenyl]-6-oxo-6,7-dihydro-thieno[2,3-b]pyridine-5-carbonitrile (50 mg) in a single portion. The reaction was purged with hydrogen, and stirred under atmosphere hydrogen at rt for 24 h. The mixture was filtered through celite, and rinsed with methanol. The filtrate was concentrated and purified via reverse phase HPLC to afford the titled compound. MS (ESI) m/e 353 (M−H)+; ... The reactants are CC(C)(C)OC(=O)N1CCC2C(=O)c3ccc(-c4ccc(Cl)cc4Cl)cc3C2C1, ClCCl, O=C(O)C(F)(F)F. Yields the product O=C1c2ccc(-c3ccc(Cl)cc3Cl)cc2C2CNCCC12. As a reaction SMILES: [C:1]([O:2][C:3](=[O:4])[N:8]1[CH2:9][CH2:10][CH:11]2[C:12](=[O:29])[c:13]3[cH:14][cH:15][c:16](-[c:21]4[c:22]([Cl:28])[cH:23][c:24]([Cl:27])[cH:25][cH:26]4)[cH:17][c:18]3[CH:19]2[CH2:20]1)([CH3:5])([CH3:6])[CH3:7].[Cl:37][CH2:38][Cl:39].[OH:30][C:31]([C:32]([F:33])([F:34])[F:35])=[O:36]>>[NH:8]1[CH2:9][CH2:10][CH:11]2[C:12](=[O:29])[c:13]3[cH:14][cH:15][c:16](-[c:21]4[c:22]([Cl:28])[cH:23][c:24]([Cl:27])[cH:25][cH:26]4)[cH:17][c:18]3[CH:19]2[CH2:20]1. The reactants are CC(=O)OC1CCc2c(Cl)ncnc21, [Li+], C1CCOC1, [OH-], O, O. Product: OC1CCc2c(Cl)ncnc21. RXN SMILES: [C:4](=[O:5])([CH3:6])[O:7][CH:8]1[CH2:9][CH2:10][c:11]2[c:12]1[n:13][cH:14][n:15][c:16]2[Cl:17].[Li+:3].[O:19]1[CH2:20][CH2:21][CH2:22][CH2:23]1.[OH-:2].[OH2:18].[OH2:1]>>[OH:7][CH:8]1[CH2:9][CH2:10][c:11]2[c:12]1[n:13][cH:14][n:15][c:16]2[Cl:17]. The reactants are Cl.C(C)OC1=C(C=C(C=C1)C(F)(F)F)C=1C2=C(N=CN1)C(=C(N2)C)C(=O)NC2CCNCC2 (4-[2-ethoxy-5-(trifluoromethyl)phenyl]-6-methyl-N-(piperidin-4-yl)-5H-pyrrolo[3,2-d]pyrimidine-7-carboxamide hydrochloride), C(C)(=O)OCC(=O)Cl (2-chloro-2-oxoethyl acetate). Product: C(C)OC1=C(C=C(C=C1)C(F)(F)F)C=1C2=C(N=CN1)C(=C(N2)C)C(=O)NC2CCN(CC2)C(CO)=O (4-[2-Ethoxy-5-(trifluoromethyl)phenyl]-N-[1-(hydroxyacetyl)piperidin-4-yl]-6-methyl-5H-pyrrolo[3,2-d]pyrimidine-7-carboxamide). As a reaction SMILES: Cl.[CH2:2]([O:4][C:5]1[CH:10]=[CH:9][C:8]([C:11]([F:14])([F:13])[F:12])=[CH:7][C:6]=1[C:15]1[C:16]2[NH:23][C:22]([CH3:24])=[C:21]([C:25]([NH:27][CH:28]3[CH2:33][CH2:32][NH:31][CH2:30][CH2:29]3)=[O:26])[C:17]=2[N:18]=[CH:19][N:20]=1)[CH3:3].C([O:37][CH2:38][C:39](Cl)=[O:40])(=O)C>>[CH2:2]([O:4][C:5]1[CH:10]=[CH:9][C:8]([C:11]([F:13])([F:12])[F:14])=[CH:7][C:6]=1[C:15]1[C:16]2[NH:23][C:22]([CH3:24])=[C:21]([C:25]([NH:27][CH:28]3[CH2:29][CH2:30][N:31]([C:38](=[O:37])[CH2:39][OH:40])[CH2:32][CH2:33]3)=[O:26])[C:17]=2[N:18]=[CH:19][N:20]=1)[CH3:3] |f:0.1|. Procedure: Starting from 4-[2-ethoxy-5-(trifluoromethyl)phenyl]-6-methyl-N-(piperidin-4-yl)-5H-pyrrolo[3,2-d]pyrimidine-7-carboxamide hydrochloride (example D.f34) and commercially available 2-chloro-2-oxoethyl acetate the title compound is obtained as colorless solid. Procedure: A solution of 38.2 g (0.28 mol) of zinc chloride in 100 ml of tetrahydrofuran is added dropwise at room temperature to a Grignard reagent prepared from 24.3 g (1.0 mol) of magnesium and 102.1 g (0.84 mol) of 3-di-methylaminopropyl chloride in 500 ml of tetrahydrofuran, and the mixture is then heated at 70° C. for 2 hours. After cooling, insoluble material is separated off by filtration, the solvent is removed and the residue is distilled in vacuo. Bis(3-dimethylaminopropyl)zinc is obtained as a ... Conditions: temperature 70 celsius. Yields the product CN(CCC[Zn]CCCN(C)C)C (Bis(3-dimethylaminopropyl)zinc). Run in O1CCCC1 (tetrahydrofuran), O1CCCC1 (tetrahydrofuran). Starting materials: [Cl-].[Zn+2].[Cl-] (zinc chloride), Grignard reagent, [Mg] (magnesium), CN(CCCCl)C (3-di-methylaminopropyl chloride). RXN SMILES: [Cl-].[Zn+2:2].[Cl-].[Mg].[CH3:5][N:6]([CH3:11])[CH2:7][CH2:8][CH2:9]Cl>O1CCCC1>[CH3:5][N:6]([CH3:11])[CH2:7][CH2:8][CH2:9][Zn:2][CH2:9][CH2:8][CH2:7][N:6]([CH3:11])[CH3:5] |f:0.1.2|. Reactants: Cl.C(CC)ON (propoxyamine hydrochloride), [OH-].[Na+] (sodium hydroxide), S(=O)(=O)(O)O.CSC(N)=N (S-methyl-2-thiopseudourea sulfate). Solvent: O (water). Product: Cl.C(CC)ONC(=N)N (N-propoxyguanidine hydrochloride). Reaction SMILES: [ClH:1].[CH2:2]([O:5][NH2:6])[CH2:3][CH3:4].[OH-].[Na+].S(O)(O)(=O)=O.CS[C:16](=[NH:18])[NH2:17]>O>[ClH:1].[CH2:2]([O:5][NH:6][C:16]([NH2:18])=[NH:17])[CH2:3][CH3:4] |f:0.1,2.3,4.5,7.8|. Reported procedure: To a solution of 113.2 g. of propoxyamine hydrochloride in 200 ml. of ice cold water there is added 81.2 g. of 50% aqueous sodium hydroxide solution. The mixture is stirred for thirty minutes and 141.0 g. of S-methyl-2-thiopseudourea sulfate and 200 ml. of water are added. The mixture is stirred at room temperature for two hours and then heated to reflux for one hour. The mixture is treated with 81.2 g. of 50% aqueous sodium hydroxide filtered and evaporated in vacuo. The residue is slurried in ... Reactants: C(C)OC(=O)C1=CN=C2N(C1=O)C(CC=C2O)C (9-hydroxy-6-methyl-4-oxo-6,7-dihydro-4H-pyrido[1,2-a]pyrimidine-3-carboxylic acid ethyl ester), solution, NC1=CC=CC=C1 (aniline). Run in C(C)O (ethanol). Product: C(C)OC(=O)C1=CN=C2N(C1=O)C(CC=C2NC2=CC=CC=C2)C (9-(phenyl-amino)-6-methyl-4-oxo-6,7-dihydro-4H-pyrido[1,2-a]pyrimidine-3-carboxylic acid ethyl ester). Yield: 46.1%. As a reaction SMILES: [CH2:1]([O:3][C:4]([C:6]1[C:11](=[O:12])[N:10]2[CH:13]([CH3:18])[CH2:14][CH:15]=[C:16](O)[C:9]2=[N:8][CH:7]=1)=[O:5])[CH3:2].[NH2:19][C:20]1[CH:25]=[CH:24][CH:23]=[CH:22][CH:21]=1>C(O)C>[CH2:1]([O:3][C:4]([C:6]1[C:11](=[O:12])[N:10]2[CH:13]([CH3:18])[CH2:14][CH:15]=[C:16]([NH:19][C:20]3[CH:25]=[CH:24][CH:23]=[CH:22][CH:21]=3)[C:9]2=[N:8][CH:7]=1)=[O:5])[CH3:2]. Procedure details: 0.5 g. (2.00 mmoles) of 9-hydroxy-6-methyl-4-oxo-6,7-dihydro-4H-pyrido[1,2-a]pyrimidine-3-carboxylic acid ethyl ester is dissolved in 5 ml. of anhydrous ethanol. To the solution 0.3 g. (3.00 mmoles) of aniline is added and the solution is heated under reflux for 3 hours. The reaction mixture is then cooled and the precipitated crystals are filtered and washed with some ethanol. 0.3 g. (46.1%) of 9-(phenyl-amino)-6-methyl-4-oxo-6,7-dihydro-4H-pyrido[1,2-a]pyrimidine-3-carboxylic acid ethyl ester ...